Dataset: the Open Reaction Database (ORD), a public repository of structured organic reaction records. Task: describe an organic reaction: reactants, conditions, products, and yield Reactants: N1CCC(CC1)COC1=NOC2=C1C(=CC=C2)OCC2(CCC2)CO ([1-({[3-(Piperidin-4-ylmethoxy)-1,2-benzisoxazol-4-yl]oxy}methyl)cyclobutyl]methanol), C(=O)C1(CCOCC1)C(=O)OC (Methyl 4-formyltetrahydro-2H-pyran-4-carboxylate), C(=O)C1(CCC1)C(=O)OC (methyl 1-formylcyclobutane-carboxylate). Yields the product OCC1(CCC1)COC1=CC=CC2=C1C(=NO2)OCC2CCN(CC2)CC2(CCOCC2)C(=O)OC (Methyl 4-[(4-{[(4-{[1-(hydroxymethyl)cyclobutyl]methoxy}-1,2-benzisoxazol-3-yl)oxy]methyl}-piperidin-1-yl)methyl]tetrahydro-2H-pyran-4-carboxylate). As a reaction SMILES: [NH:1]1[CH2:6][CH2:5][CH:4]([CH2:7][O:8][C:9]2[C:13]3[C:14]([O:18][CH2:19][C:20]4([CH2:24][OH:25])[CH2:23][CH2:22][CH2:21]4)=[CH:15][CH:16]=[CH:17][C:12]=3[O:11][N:10]=2)[CH2:3][CH2:2]1.[CH:26]([C:28]1([C:34]([O:36][CH3:37])=[O:35])[CH2:33][CH2:32][O:31][CH2:30][CH2:29]1)=O.C(C1(C(OC)=O)CCC1)=O>>[OH:25][CH2:24][C:20]1([CH2:19][O:18][C:14]2[C:13]3[C:9]([O:8][CH2:7][CH:4]4[CH2:5][CH2:6][N:1]([CH2:26][C:28]5([C:34]([O:36][CH3:37])=[O:35])[CH2:33][CH2:32][O:31][CH2:30][CH2:29]5)[CH2:2][CH2:3]4)=[N:10][O:11][C:12]=3[CH:17]=[CH:16][CH:15]=2)[CH2:21][CH2:22][CH2:23]1. Reported procedure: The title compound was prepared according to the procedure described in Step 3 of EXAMPLE 2 using [1-({[3-(piperidin-4-ylmethoxy)-1,2-benzisoxazol-4-yl]oxy}methyl)cyclobutyl]methanol (EXAMPLE 49, Step 2) and methyl 4-formyltetrahydro-2H-pyran-4-carboxylate (EXAMPLE 18, Step 1) instead of 3-(piperidin-4-ylmethoxy)-4-(2,2,2-trifluoroethoxy)-1,2-benzisoxazole and methyl 1-formylcyclobutane-carboxylate. Starting materials: NC1=CC(=C(C=C1C)O)C (4-amino-2,5-dimethylphenol), [OH-].[Na+] (NaOH), ClC1=NC=CC(=N1)Cl (2,4-dichloropyrimidine), CC(=O)C (acetone). Run in O (water). Reaction conditions: time 20 hour. Product: ClC1=NC(=CC(=N1)OC1=CC(=C(N)C=C1C)C)C (4-[(2-chloro-6-methylpyrimidin-4-yl)oxy]-2,5-dimethylaniline). Reaction SMILES: [NH2:1][C:2]1[C:7]([CH3:8])=[CH:6][C:5]([OH:9])=[C:4]([CH3:10])[CH:3]=1.[OH-].[Na+].[Cl:13][C:14]1[N:19]=[C:18](Cl)[CH:17]=[CH:16][N:15]=1.[CH3:21]C(C)=O>O>[Cl:13][C:14]1[N:15]=[C:16]([O:9][C:5]2[C:4]([CH3:10])=[CH:3][C:2]([NH2:1])=[C:7]([CH3:8])[CH:6]=2)[CH:17]=[C:18]([CH3:21])[N:19]=1 |f:1.2|. Procedure: A solution of 4.53 g (33 mmol) 4-amino-2,5-dimethylphenol and 1.44 g NaOH (2M) in 30 ml water were added dropwise to a solution of 4.89 g (30.0 mmol) of 2,4-dichloropyrimidine in 50 ml of acetone. The reaction mixture was stirred for 20 h at ambient temperature. The reactants are CN(c1ccccc1)c1ncccc1N, O=C(Cl)c1ccccc1Cl. Product: CN(c1ccccc1)c1ncccc1NC(=O)c1ccccc1Cl. Reaction SMILES: [CH3:1][N:2]([c:3]1[n:4][cH:5][cH:6][cH:7][c:8]1[NH2:9])[c:10]1[cH:11][cH:12][cH:13][cH:14][cH:15]1.[Cl:16][C:17](=[O:18])[c:19]1[cH:20][cH:21][cH:22][cH:23][c:24]1[Cl:25]>>[CH3:1][N:2]([c:3]1[n:4][cH:5][cH:6][cH:7][c:8]1[NH:9][C:17](=[O:18])[c:19]1[cH:20][cH:21][cH:22][cH:23][c:24]1[Cl:25])[c:10]1[cH:11][cH:12][cH:13][cH:14][cH:15]1. Reactants: [Al+3], C1CCOC1, CC1CCC(C(=O)N2CCCC2)NC1, [H-], [H-], [H-], [H-], [Li+]. The product is CC1CCC(CN2CCCC2)NC1. As a reaction SMILES: [Al+3:16].[CH2:21]1[O:22][CH2:23][CH2:24][CH2:25]1.[CH3:1][CH:2]1[CH2:3][CH2:4][CH:5]([C:8](=[O:9])[N:10]2[CH2:11][CH2:12][CH2:13][CH2:14]2)[NH:6][CH2:7]1.[H-:15].[H-:18].[H-:19].[H-:20].[Li+:17]>>[CH3:1][CH:2]1[CH2:3][CH2:4][CH:5]([CH2:8][N:10]2[CH2:11][CH2:12][CH2:13][CH2:14]2)[NH:6][CH2:7]1. The reactants are C(N)(=O)CC(SC(C)=NO)C (1-(2-carbamoyl-1-methylethylthio)acetaldoxime), CN=C=O (methyl isocyanate). Reagents/catalysts: C(C)N(CC)CC (triethylamine). Run in CC(=O)C (acetone). Conditions: time 2 day. The product is CNC(=O)ON=C(C)SC(CC(N)=O)C (1-(2-carbamoyl-1-methylethylthio)acetaldehyde O-(methylcarbamoyl)oxime). Isolated yield 75.0%. RXN SMILES: [C:1]([CH2:4][CH:5]([CH3:11])[S:6][C:7](=[N:9][OH:10])[CH3:8])(=[O:3])[NH2:2].[CH3:12][N:13]=[C:14]=[O:15]>C(N(CC)CC)C.CC(C)=O>[CH3:12][NH:13][C:14]([O:10][N:9]=[C:7]([S:6][CH:5]([CH3:11])[CH2:4][C:1](=[O:3])[NH2:2])[CH3:8])=[O:15]. Procedure: A mixture of 3.0 g (0.017 m) of 1-(2-carbamoyl-1-methylethylthio)acetaldoxime, 200 ml. of dry acetone, 3.0 g. (0.053 m) of methyl isocyanate, and two drops of triethylamine was allowed to stand at room temperature, with occasional shaking, for two days. The acetone and excess methyl isocyanate was removed from the product under reduced pressure. The white solid residue was recrystallized from isopropanol and dried at room temperature to give 3.0 g (75% yield) of 1-(2-carbamoyl-1-methylethylthio)... Reactants: Cc1ccc(C(=O)O)c2ccccc12, COC(=O)c1ccc(N)cc1. Reagents/catalysts: CCN=C=NCCCN(C)C.Cl (EDC-HCl), C1=CC2=C(C=C1Cl)N(N=N2)O (6-Cl-HOBT). The solvent is CN(C)C=O (DMF), CN(C)C=O (DMF), CN(C)C=O (DMF), CN(C)C=O (DMF), CN(C)C=O (DMF), CN(C)C=O (DMF). Run at temperature 25 celsius, time 2 hour. Product: COC(=O)c1ccc(NC(=O)c2ccc(C)c3ccccc23)cc1. The yield is 7.2%. As a reaction SMILES: COC(=O)c1ccc(N)cc1.Cc1ccc(C(=O)O)c2ccccc12.CCN=C=NCCCN(C)C.Cl.C1=CC2=C(C=C1Cl)N(N=N2)O.CN(C)C=O>>COC(=O)c1ccc(NC(=O)c2ccc(C)c3ccccc23)cc1.